From a dataset of the Open Reaction Database (ORD), a public repository of structured organic reaction records. describe an organic reaction: reactants, conditions, products, and yield The reactants are O[C@@H]1CC[C@H](CC1)N1C(C2=CC=CC=C2C1=O)=O (trans-2-(4-hydroxycyclohexyl)-1H-isoindole-1,3(2H)-dione), [N+](=O)([O-])C1=CC=C(C(=O)O)C=C1 (p-nitrobenzoic acid), C1(=CC=CC=C1)P(C1=CC=CC=C1)C1=CC=CC=C1 (triphenylphosphine), N(=NC(=O)OCC)C(=O)OCC.C1(=CC=CC=C1)C (diethyl azodicarboxylate toluene). The solvent is O1CCCC1 (tetrahydrofuran). Conditions: time 3 hour. Product: [N+](=O)([O-])C1=CC=C(C(=O)O[C@@H]2CC[C@@H](CC2)N2C(C3=CC=CC=C3C2=O)=O)C=C1 (cis-4-(1,3-dioxo-1,3-dihydro-2H-isoindol-2-yl)cyclohexyl 4-nitrobenzoate). The yield is 74.2%. As a reaction SMILES: [OH:1][C@H:2]1[CH2:7][CH2:6][C@H:5]([N:8]2[C:16](=[O:17])[C:15]3[C:10](=[CH:11][CH:12]=[CH:13][CH:14]=3)[C:9]2=[O:18])[CH2:4][CH2:3]1.[N+:19]([C:22]1[CH:30]=[CH:29][C:25]([C:26](O)=[O:27])=[CH:24][CH:23]=1)([O-:21])=[O:20].C1(P(C2C=CC=CC=2)C2C=CC=CC=2)C=CC=CC=1.N(C(OCC)=O)=NC(OCC)=O.C1(C)C=CC=CC=1>O1CCCC1>[N+:19]([C:22]1[CH:23]=[CH:24][C:25]([C:26]([O:1][C@H:2]2[CH2:3][CH2:4][C@@H:5]([N:8]3[C:9](=[O:18])[C:10]4[C:15](=[CH:14][CH:13]=[CH:12][CH:11]=4)[C:16]3=[O:17])[CH2:6][CH2:7]2)=[O:27])=[CH:29][CH:30]=1)([O-:21])=[O:20] |f:3.4|. Reported procedure: To a solution of trans-2-(4-hydroxycyclohexyl)-1H-isoindole-1,3(2H)-dione (359 mg, 1.46 mmol) in tetrahydrofuran (15 ml) were added p-nitrobenzoic acid (245 mg, 1.46 mmol), triphenylphosphine (422 mg, 1.61 mmol) and a 40%-diethyl azodicarboxylate/toluene solution (0.73 ml, 1.61 mmol) at 0° C., and stirred at 0° C. for 30 minutes and then at room temperature for 3 hours. The reaction solution was concentrated and the resulting residue was dissolve in a mixed solution of ethanol (10 ml) and diisop... Starting materials: COC([C@@H](NC1=CC(=C(C=C1)Cl)Cl)C)=O (N-(3,4-dichlorophenyl)alanine methyl ester), C(C=C)O (allyl alcohol). Run in EtOAc hexanes. The product is C(C=C)OC([C@@H](NC1=CC(=C(C=C1)Cl)Cl)C)=O (N-(3,4-dichlorophenyl)alanine allyl ester). As a reaction SMILES: [CH3:1][O:2][C:3](=[O:15])[C@H:4]([CH3:14])[NH:5][C:6]1[CH:11]=[CH:10][C:9]([Cl:12])=[C:8]([Cl:13])[CH:7]=1.[CH2:16](O)[CH:17]=C>>[CH2:1]([O:2][C:3](=[O:15])[C@H:4]([CH3:14])[NH:5][C:6]1[CH:11]=[CH:10][C:9]([Cl:12])=[C:8]([Cl:13])[CH:7]=1)[CH:16]=[CH2:17]. Procedure: Following transesterification General Procedure AB above and using N-(3,4-dichlorophenyl)alanine methyl ester (from Example A9 above) and allyl alcohol (Aldrich), the title compound was prepared as an oil. The reaction was monitored by silica gel tlc (Rf=0.62 in 25% EtOAc/hexanes). Purification was by preparative plate chromatography (silica gel using 25% EtOAc/hexanes as the eluant). Reactants: CO, CCOC(=O)c1ccc(C)c(-c2ccc3c(C(C)C)nncc3c2)c1, [Na+], C1CCOC1, [OH-]. The product is Cc1ccc(C(=O)O)cc1-c1ccc2c(C(C)C)nncc2c1. As a reaction SMILES: [CH3:33][OH:34].[CH:1]([CH3:2])([CH3:3])[c:4]1[n:5][n:6][cH:7][c:8]2[cH:9][c:10](-[c:14]3[cH:15][c:16]([C:17](=[O:18])[O:19][CH2:20][CH3:21])[cH:22][cH:23][c:24]3[CH3:25])[cH:11][cH:12][c:13]12.[Na+:27].[O:28]1[CH2:29][CH2:30][CH2:31][CH2:32]1.[OH-:26]>>[CH:1]([CH3:2])([CH3:3])[c:4]1[n:5][n:6][cH:7][c:8]2[cH:9][c:10](-[c:14]3[cH:15][c:16]([C:17](=[O:18])[OH:19])[cH:22][cH:23][c:24]3[CH3:25])[cH:11][cH:12][c:13]12. Reactants: CN(C(=O)OC(C)(C)C)C(Cc1ccc2ccccc2c1)C(=O)O, CCN=C=NCCCN(C)C, CNCCc1ccccc1, CN(C)C=O, CCOC(C)=O, ClCCl, Cl, [Na+], O, Oc1ccnc2[nH]nnc12, O=S(=O)([O-])O. Yields the product CN(CCc1ccccc1)C(=O)C(Cc1ccc2ccccc2c1)N(C)C(=O)OC(C)(C)C. RXN SMILES: [C:1]([CH3:2])([CH3:3])([CH3:4])[O:5][C:6](=[O:7])[N:8]([CH3:9])[CH:10]([C:11](=[O:12])[OH:13])[CH2:14][c:15]1[cH:16][c:17]2[cH:18][cH:19][cH:20][cH:21][c:22]2[cH:23][cH:24]1.[CH3:36][N:37]([CH3:38])[CH2:39][CH2:40][CH2:41][N:42]=[C:43]=[N:44][CH2:45][CH3:46].[CH3:47][NH:48][CH2:49][CH2:50][c:51]1[cH:52][cH:53][cH:54][cH:55][cH:56]1.[CH3:63][N:64]([CH3:65])[CH:66]=[O:67].[CH3:72][CH2:73][O:74][C:75](=[O:76])[CH3:77].[Cl:68][CH2:69][Cl:70].[ClH:35].[Na+:62].[OH2:71].[OH:25][c:26]1[c:27]2[n:28][n:29][nH:30][c:31]2[n:32][cH:33][cH:34]1.[S:57]([O-:58])([OH:59])(=[O:60])=[O:61]>>[C:1]([CH3:2])([CH3:3])([CH3:4])[O:5][C:6](=[O:7])[N:8]([CH3:9])[CH:10]([C:11](=[O:13])[N:48]([CH3:47])[CH2:49][CH2:50][c:51]1[cH:52][cH:53][cH:54][cH:55][cH:56]1)[CH2:14][c:15]1[cH:16][c:17]2[cH:18][cH:19][cH:20][cH:21][c:22]2[cH:23][cH:24]1. The reactants are [BH4-].[Na+] (NaBH4), mixture, N1=C(C=CC=C1)C=O (pyridincarboxaldehyde), C(CN)N (Ethylenediamine). Solvent: CO (methanol). Reaction conditions: time 16 hour. Yields the product N1=C(C=CC=C1)CNC(C)NCC1=NC=CC=C1 (N,N′-bis(pyridin-2ylmethyl)-ethanediamine). RXN SMILES: [CH2:1]([NH2:4])[CH2:2][NH2:3].[N:5]1[CH:10]=[CH:9][CH:8]=[CH:7][C:6]=1[CH:11]=O.[BH4-].[Na+]>CO>[N:3]1[CH:10]=[CH:9][CH:8]=[CH:7][C:2]=1[CH2:1][NH:4][CH:6]([NH:5][CH2:11][C:6]1[CH:7]=[CH:8][CH:9]=[CH:10][N:5]=1)[CH3:11] |f:2.3|. Procedure details: First N,N′-bis(pyridin-2ylmethyl)-ethanediamine (bispicen) was synthesised by the following procedure. Ethylenediamine (26 ml, 0.38 mol) was dissolved in 200 ml dry methanol. To this mixture 74 ml (0.76 mol) pyridincarboxaldehyde was added. The mixture was refluxed for 2 h, after which the mixture was left to cool to RT and in small portions 40 g of NaBH4 was added. The mixture was subsequently stirred for 16 h at RT. The methanol was evaporated and 500 ml of water was added. The aqueous mixture... Reactants: CC(C)(C)[Si](C)(C)Oc1cccc(CBr)c1, CC(=O)CC(=O)c1ccccc1, [Li]CCCC, C1CCOC1, CCCCCC, [Cl-], [NH4+]. Product: CC(C)(C)[Si](C)(C)Oc1cccc(CCC(=O)CC(=O)c2ccccc2)c1. As a reaction SMILES: [Br:18][CH2:19][c:20]1[cH:21][c:22]([O:23][Si:24]([C:25]([CH3:26])([CH3:27])[CH3:28])([CH3:29])[CH3:30])[cH:31][cH:32][cH:33]1.[C:1]([c:2]1[cH:3][cH:4][cH:5][cH:6][cH:7]1)(=[O:8])[CH2:9][C:10](=[O:11])[CH3:12].[CH2:13]([Li:14])[CH2:15][CH2:16][CH3:17].[CH2:42]1[O:43][CH2:44][CH2:45][CH2:46]1.[CH3:36][CH2:37][CH2:38][CH2:39][CH2:40][CH3:41].[Cl-:34].[NH4+:35]>>[C:1]([c:2]1[cH:3][cH:4][cH:5][cH:6][cH:7]1)(=[O:8])[CH2:9][C:10](=[O:11])[CH2:12][CH2:19][c:20]1[cH:21][c:22]([O:23][Si:24]([C:25]([CH3:26])([CH3:27])[CH3:28])([CH3:29])[CH3:30])[cH:31][cH:32][cH:33]1. Starting materials: CCOC(=O)C(=CC1CCC2(C1)OCC(C)(C)CO2)c1ccc(SC2CC2)c(Br)c1, O=C([O-])O, CCOC(C)=O, CO, [Na+], [Na+], [Na+], O, O=S([O-])[O-]. Product: CCOC(=O)C(=CC1CCC2(C1)OCC(C)(C)CO2)c1ccc(S(=O)C2CC2)c(Br)c1. As a reaction SMILES: [Br:1][c:2]1[cH:3][c:4]([C:12]([C:13](=[O:14])[O:15][CH2:16][CH3:17])=[CH:18][CH:19]2[CH2:20][C:21]3([CH2:22][CH2:23]2)[O:24][CH2:25][C:26]([CH3:29])([CH3:30])[CH2:27][O:28]3)[cH:5][cH:6][c:7]1[S:8][CH:9]1[CH2:10][CH2:11]1.[C:31]([OH:32])(=[O:33])[O-:34].[CH3:42][CH2:43][O:44][C:45](=[O:46])[CH3:47].[CH3:48][OH:49].[Na+:35].[Na+:40].[Na+:41].[OH2:50].[S:36]([O-:37])([O-:38])=[O:39]>>[Br:1][c:2]1[cH:3][c:4]([C:12]([C:13](=[O:14])[O:15][CH2:16][CH3:17])=[CH:18][CH:19]2[CH2:20][C:21]3([CH2:22][CH2:23]2)[O:24][CH2:25][C:26]([CH3:29])([CH3:30])[CH2:27][O:28]3)[cH:5][cH:6][c:7]1[S:8]([CH:9]1[CH2:10][CH2:11]1)=[O:32].